This data is from the Open Reaction Database (ORD), a public repository of structured organic reaction records. The task is: describe an organic reaction: reactants, conditions, products, and yield Reactants: CC(=O)NC1CC(N)CCC1N1CCC(NC(=O)OCc2ccccc2)C1=O, CC(C)(C)C1=CC(=O)C(=O)C(C(C)(C)C)=C1, CO, CCOC(C)=O. The product is CC(=O)NC1CC(=O)CCC1N1CCC(NC(=O)OCc2ccccc2)C1=O. Reaction SMILES: [C:1]([CH3:2])(=[O:3])[NH:4][CH:5]1[CH:6]([N:12]2[C:13](=[O:28])[CH:14]([NH:17][C:18]([O:19][CH2:20][c:21]3[cH:22][cH:23][cH:24][cH:25][cH:26]3)=[O:27])[CH2:15][CH2:16]2)[CH2:7][CH2:8][CH:9]([NH2:11])[CH2:10]1.[C:29]([C:30]1=[CH:40][C:35]([C:36]([CH3:37])([CH3:38])[CH3:39])=[CH:34][C:33](=[O:43])[C:31]1=[O:32])([CH3:41])([CH3:42])[CH3:44].[CH3:45][OH:46].[CH3:47][CH2:48][O:49][C:50]([CH3:51])=[O:52]>>[C:1]([CH3:2])(=[O:3])[NH:4][CH:5]1[CH:6]([N:12]2[C:13](=[O:28])[CH:14]([NH:17][C:18]([O:19][CH2:20][c:21]3[cH:22][cH:23][cH:24][cH:25][cH:26]3)=[O:27])[CH2:15][CH2:16]2)[CH2:7][CH2:8][C:9](=[O:43])[CH2:10]1. The reactants are OCCCBr ((3-hydroxypropyl)-bromide), CN1N=C(N=N1)C1=CC(=C(C(=C1)C)O)C (4-(2-methyl-tetrazol-5-yl)-2,6-dimethylphenol), CCOC(=O)/N=N/C(=O)OCC (DEAD), C1(=CC=CC=C1)P(C1=CC=CC=C1)C1=CC=CC=C1 (triphenylphosphine). Run in C1CCOC1 (THF), O (water), CCOCC (ether). Run at temperature 0 celsius, time 0.5 hour. Yields the product CN1N=C(N=N1)C1=CC(=C(OCCCBr)C(=C1)C)C (3-[4-(2-methyltetrazol-5-yl)-2,6-dimethylphenoxy]-propylbromide). Yield: 82.0%. RXN SMILES: [OH:1][CH2:2][CH2:3][CH2:4][Br:5].[CH3:6][N:7]1[N:11]=[N:10][C:9]([C:12]2[CH:17]=[C:16]([CH3:18])[C:15](O)=[C:14]([CH3:20])[CH:13]=2)=[N:8]1.CCOC(/N=N/C(OCC)=O)=O.C1(P(C2C=CC=CC=2)C2C=CC=CC=2)C=CC=CC=1>C1COCC1.O.CCOCC>[CH3:6][N:7]1[N:11]=[N:10][C:9]([C:12]2[CH:13]=[C:14]([CH3:20])[C:15]([O:1][CH2:2][CH2:3][CH2:4][Br:5])=[C:16]([CH3:18])[CH:17]=2)=[N:8]1. Procedure details: A mixture of (3-hydroxypropyl)-bromide (2.17 ml, 24 mmol), 4-(2-methyl-tetrazol-5-yl)-2,6-dimethylphenol (5.1 g, 25 mmol), and DEAD (4.18 g, 24 mmol)-was dissolved in 50 ml of THF at 0° C. To the above solution was added dropwise triphenylphosphine (6.3 g, 24 mmol) at 0° C. and the mixture was allowed to stir at 0° C. for 0.5 h. The mixture was diluted with 500 ml of water and 100 ml of ether, and the aqueous layere was extracted with ether (2×400 ml). The combined organic layer was dried over s... The reactants are [N+](=O)([O-])C=C1SCCN1 (2-Nitromethylene-thiazolidine), ClC1=C(C(=CC(=C1)Cl)Cl)OC(C(C(=O)OC1=C(C=C(C=C1Cl)Cl)Cl)C)=O (2-methyl-malonic acid bis-(2,4,6-trichloro-phenyl) ester), C(C)OC(C)=O (ethylacetate). Solvent: C=1(C(=CC=CC1)C)C (xylene). Reaction conditions: time 8 hour. The product is OC=1C(=C2N(C(C1C)=O)CCS2)[N+](=O)[O-] (7-Hydroxy-6-methyl-8-nitro-2,3-dihydro-thiazolo[3,2-a]pyridin-5-one). Isolated yield 46.4%. Reaction SMILES: [N+:1]([CH:4]=[C:5]1[NH:9][CH2:8][CH2:7][S:6]1)([O-:3])=[O:2].ClC1C=C(Cl)C=C(Cl)C=1[O:19][C:20](=O)[CH:21]([CH3:34])[C:22](OC1C(Cl)=CC(Cl)=CC=1Cl)=[O:23].C(OC(=O)C)C>C1(C)C(C)=CC=CC=1>[OH:23][C:22]1[C:4]([N+:1]([O-:3])=[O:2])=[C:5]2[S:6][CH2:7][CH2:8][N:9]2[C:20](=[O:19])[C:21]=1[CH3:34]. Procedure: 2-Nitromethylene-thiazolidine (7.3 g, 50 mmol) and 2-methyl-malonic acid bis-(2,4,6-trichloro-phenyl) ester (23.8 g, 50 mmol) in xylene (80 mL) was taken in a reaction flask and the flask was heated to reflux for 3 hours. The reaction mixture was monitored by TLC (100% ethylacetate). The reaction mixture was cooled, concentrated and partitioned between DCM and water. The organic layer was washed with water, brine solution, dried over Na2SO4 and concentrated. The crude product was kept at 0° C. f... Run in C(C)(=O)OCC (ethyl acetate). Isolated yield 69.4%. As a reaction SMILES: [CH2:1]([O:3][CH:4]([O:6][C@H:7]1[C@@H:12]2[C@@H:13]([CH3:16])[CH2:14][CH2:15][C@@H:11]2[C:10]([CH3:17])=[CH:9][O:8]1)[CH3:5])[CH3:2].[H][H]>C(OCC)(=O)C.[C].[Pd]>[CH2:1]([O:3][CH:4]([O:6][C@H:7]1[C@@H:12]2[C@@H:13]([CH3:16])[CH2:14][CH2:15][C@H:11]2[C@@H:10]([CH3:17])[CH2:9][O:8]1)[CH3:5])[CH3:2] |f:3.4|. Yields the product C(C)OC(C)O[C@@H]1OC[C@@H]([C@H]2[C@H]1[C@H](CC2)C)C ((1S, 4R, 4aS, 7S, 7aR)-1-[1-(ethoxy)ethoxy]-1, 3, 4, 4a, 5, 6, 7, 7a-octahydro-4, 7-dimethylcyclopenta[c]pyran). Reagents/catalysts: [C].[Pd] (palladium carbon). The reactants are C(C)OC(C)O[C@@H]1OC=C([C@@H]2[C@H]1[C@H](CC2)C)C ((1S, 4aS, 7S, 7aR)-1-[1-(ethoxy)ethoxy]-1, 4a, 5, 6, 7, 7a-hexahydro-4, 7-dimethylcyclopenta[c]pyran), [H][H] (hydrogen). Procedure: 28.0 g of (1S, 4aS, 7S, 7aR)-1-[1-(ethoxy)ethoxy]-1, 4a, 5, 6, 7, 7a-hexahydro-4, 7-dimethylcyclopenta[c]pyran was dissolved in 500 ml of ethyl acetate, and after 90 mg of 10% palladium carbon was added, the reaction mixture was stirred at room temperature for 48 hours in a hydrogen gas atmosphere of 1 atm. The catalyst was filtered by celite, and the solvent was distilled off under a reduced pressure. There was thus obtained a colorless oily substance, (1S, 4R, 4aS, 7S, 7aR)-1-[1-(ethoxy)ethoxy... Starting materials: ClC1=C(C(=CC=C1)F)C1=NN(C(N1)=O)C1=CC=C(C(=O)OC)C=C1 (methyl 4-[3-(2-chloro-6-fluorophenyl)-5-oxo-4,5-dihydro-1H-1,2,4-triazol-1-yl]benzoate), FC1=C(N)C=C(C=C1)C(F)(F)F (2-fluoro-5-trifluoromethyl aniline), C[Al](C)C (trimethyl aluminium). The product is ClC1=C(C(=CC=C1)F)C1=NN(C(N1)=O)C1=CC=C(C(=O)NC2=C(C=CC(=C2)C(F)(F)F)F)C=C1 (4-(3-(2-Chloro-6-fluorophenyl)-5-oxo-4,5-dihydro-1H-1,2,4-triazol-1-yl)-N-(2-fluoro-5-(trifluoromethyl)phenyl)benzamide). The yield is 36.1%. Reaction SMILES: [Cl:1][C:2]1[CH:7]=[CH:6][CH:5]=[C:4]([F:8])[C:3]=1[C:9]1[NH:13][C:12](=[O:14])[N:11]([C:15]2[CH:24]=[CH:23][C:18]([C:19]([O:21]C)=O)=[CH:17][CH:16]=2)[N:10]=1.[F:25][C:26]1[CH:32]=[CH:31][C:30]([C:33]([F:36])([F:35])[F:34])=[CH:29][C:27]=1[NH2:28].C[Al](C)C>>[Cl:1][C:2]1[CH:7]=[CH:6][CH:5]=[C:4]([F:8])[C:3]=1[C:9]1[NH:13][C:12](=[O:14])[N:11]([C:15]2[CH:16]=[CH:17][C:18]([C:19]([NH:28][C:27]3[CH:29]=[C:30]([C:33]([F:34])([F:35])[F:36])[CH:31]=[CH:32][C:26]=3[F:25])=[O:21])=[CH:23][CH:24]=2)[N:10]=1. Procedure details: The title compound was prepared according to the procedure described in Example-31, by using methyl 4-[3-(2-chloro-6-fluorophenyl)-5-oxo-4,5-dihydro-1H-1,2,4-triazol-1-yl]benzoate (step-2 of Intermediate-9, 0.100 g, 0.28 mmol), 2-fluoro-5-trifluoromethyl aniline (0.077 g, 0.43 mmol) and trimethyl aluminium (2M solution in toluene) (0.5 mL) to afford 0.050 g of desired product. 1H NMR (DMSO-d6): δ 7.48-7.61 (m, 3H), 7.68-7.73 (m, 2H), 8.08-8.12 (m, 5H), 10.41 (br s, 1H), 12.78 (br s, 1H); MS (m/z... Yields the product CC1(C)CC(c2ccccc2NC2(C(=O)O)CC2)Nc2ccc(C#N)cc21. RXN SMILES: [Br:1][c:2]1[c:3]([CH:8]2[NH:9][c:10]3[cH:11][cH:12][c:13]([C:20]#[N:21])[cH:14][c:15]3[C:16]([CH3:18])([CH3:19])[CH2:17]2)[cH:4][cH:5][cH:6][cH:7]1.[C:29](=[O:30])([O-:31])[O-:32].[CH3:35][S:36](=[O:37])[CH3:38].[Cu:39][I:40].[K+:33].[K+:34].[NH2:22][C:23]1([C:26](=[O:27])[OH:28])[CH2:24][CH2:25]1>>[c:2]1([NH:22][C:23]2([C:26](=[O:27])[OH:28])[CH2:24][CH2:25]2)[c:3]([CH:8]2[NH:9][c:10]3[cH:11][cH:12][c:13]([C:20]#[N:21])[cH:14][c:15]3[C:16]([CH3:18])([CH3:19])[CH2:17]2)[cH:4][cH:5][cH:6][cH:7]1. The reactants are CC1(C)CC(c2ccccc2Br)Nc2ccc(C#N)cc21, O=C([O-])[O-], CS(C)=O, [Cu]I, [K+], [K+], NC1(C(=O)O)CC1. Starting materials: solution, C(C)[Zn]CC (diethyl zinc), CCCCCC (hexane), CN(C)CCO (N,N-dimethylaminoethanol), C1CCOC1 (THF). Reagents/catalysts: Cl[Pd]Cl.C1(=CC=CC=C1)P([C-]1C=CC=C1)C1=CC=CC=C1.[C-]1(C=CC=C1)P(C1=CC=CC=C1)C1=CC=CC=C1.[Fe+2] ([1,1′-bis(diphenylphosphino)ferrocene]-dichloropalladium(II)). Product: C(C)C1=CC=C(C=N1)C(C)=O (1-(6-Ethyl-pyridin-3-yl)-ethanone). Isolated yield 20.0%. Reaction SMILES: C([Zn]CC)C.[CH3:6][CH2:7][CH2:8][CH2:9][CH2:10][CH3:11].[CH3:12][N:13](CCO)C.C1C[O:21][CH2:20][CH2:19]1>Cl[Pd]Cl.C1(P(C2C=CC=CC=2)[C-]2C=CC=C2)C=CC=CC=1.[C-]1(P(C2C=CC=CC=2)C2C=CC=CC=2)C=CC=C1.[Fe+2]>[CH2:7]([C:8]1[N:13]=[CH:12][C:11]([C:20](=[O:21])[CH3:19])=[CH:10][CH:9]=1)[CH3:6] |f:4.5.6.7|. Reported procedure: (IM15) (3.596 g, 23.11 mmol) and [1,1′-bis(diphenylphosphino)ferrocene]-dichloropalladium(II) (1.694 g, 2.315 mmol) in THF (100 mL) under N2. A 1 M solution of diethyl zinc in hexane (35 mL, 35 mmol) was added drop wise to this mixture followed by N,N-dimethylaminoethanol (0.50 mL, 5.0 mmol). The mixture was heated to reflux for 30 minutes. The mixture was cooled to room temperature and then quenched by the addition of saturated aqueous NH4Cl solution (100 mL). The mixture was filtered through a... Starting materials: OC1=C(C=CC=C1)C1=NN(C(=N1)C1=C(C=CC=C1)O)CC(=O)OCC (Ethyl [3,5bis(2-hydroxyphenyl)-[1,2,4]triazol-1-yl]acetate), NCC(CO)O ((+/−)3-amino-1,2-propanediol). Solvent: C(C)O (ethanol). The product is OC1=C(C=CC=C1)C1=NN(C(=N1)C1=C(C=CC=C1)O)CC(=O)NCC(CO)O (2-[3,5-Bis(2-hydroxyphenyl)-[1,2,4]triazol-1-yl]-N-(2,3-dihydroxypropyl)-acetamide). Reaction SMILES: [OH:1][C:2]1[CH:7]=[CH:6][CH:5]=[CH:4][C:3]=1[C:8]1[N:12]=[C:11]([C:13]2[CH:18]=[CH:17][CH:16]=[CH:15][C:14]=2[OH:19])[N:10]([CH2:20][C:21](OCC)=[O:22])[N:9]=1.[NH2:26][CH2:27][CH:28]([OH:31])[CH2:29][OH:30]>C(O)C>[OH:1][C:2]1[CH:7]=[CH:6][CH:5]=[CH:4][C:3]=1[C:8]1[N:12]=[C:11]([C:13]2[CH:18]=[CH:17][CH:16]=[CH:15][C:14]=2[OH:19])[N:10]([CH2:20][C:21]([NH:26][CH2:27][CH:28]([OH:31])[CH2:29][OH:30])=[O:22])[N:9]=1. Procedure details: 2.0 g of ethyl [3,5-bis(2-hydroxyphenyl)-[1,2,4]triazol-1-yl]acetate (Example 2) and 2.4 g of (+/−)3-amino-1,2-propanediol are heated at 60° C for 2 h in 10 ml of ethanol. The crystals precipitating on cooling are filtered off and washed with ethanol. After drying, 2-[3,5-bis(2-hydroxyphenyl)-[1,2,4]triazol-1-yl]-N-(2,3-dihydroxypropyl)acetamide remains as colorless crystals of m.p. 180-181° C. Reactants: BrN1C(CCC1=O)=O (N-bromosuccinimide), C(C)(=O)O[C@H]1C[C@@H](CC2=CC[C@H]3[C@@H]4CC[C@H]([C@@H]([C@@H](CCC(C)(C)O)OC)C)[C@]4(CC[C@@H]3[C@@]12C)C)OC(C)=O ((22R)-1α,3β-diacetoxy-25-hydroxy-22-methoxy-cholest-5-en), ice water. The solvent is C(Cl)(Cl)(Cl)Cl (carbon tetrachloride). Run at time 1 hour. Yields the product C(C)(=O)O[C@H]1C[C@@H](CC2=CC=C3[C@@H]4CC[C@H]([C@@H]([C@@H](CCC(C)(C)O)OC)C)[C@]4(CC[C@@H]3[C@@]12C)C)OC(C)=O ((22R)-1α,3β-diacetoxy- 22-methoxy-cholest-5,7-dien-25-ol). Yield: 17.0%. Reaction SMILES: [C:1]([O:4][C@@H:5]1[C@@:32]2([CH3:33])[C:9](=[CH:10][CH2:11][C@@H:12]3[C@@H:31]2[CH2:30][CH2:29][C@@:28]2([CH3:34])[C@H:13]3[CH2:14][CH2:15][C@@H:16]2[C@H:17]([CH3:27])[C@H:18]([O:25][CH3:26])[CH2:19][CH2:20][C:21]([OH:24])([CH3:23])[CH3:22])[CH2:8][C@@H:7]([O:35][C:36](=[O:38])[CH3:37])[CH2:6]1)(=[O:3])[CH3:2].BrN1C(=O)CCC1=O>C(Cl)(Cl)(Cl)Cl>[C:1]([O:4][C@@H:5]1[C@@:32]2([CH3:33])[C:9](=[CH:10][CH:11]=[C:12]3[C@@H:31]2[CH2:30][CH2:29][C@@:28]2([CH3:34])[C@H:13]3[CH2:14][CH2:15][C@@H:16]2[C@H:17]([CH3:27])[C@H:18]([O:25][CH3:26])[CH2:19][CH2:20][C:21]([OH:24])([CH3:22])[CH3:23])[CH2:8][C@@H:7]([O:35][C:36](=[O:38])[CH3:37])[CH2:6]1)(=[O:3])[CH3:2]. Reported procedure: 25.6 mg of (22R)-1α,3β-diacetoxy-25-hydroxy-22-methoxy-cholest-5-en (Vb1) was dissolved in 2 ml of carbon tetrachloride, the mixuture was refluxed under heating under an argon gas stream atmosphere, and 12 mg of N-bromosuccinimide was added to the mixture. After refluxing for 25 minutes, the mixture was cooled with ice-water, and the insoluble material was removed by filtration. The filtrate was concentrated under reduced pressure, and the residue was dissolved in 5 ml of tetrahydrofuran, and af...